Dataset: the Open Reaction Database (ORD), a public repository of structured organic reaction records. Task: describe an organic reaction: reactants, conditions, products, and yield The reactants are COC(=O)C(CCCC(F)(F)F)c1c(C)nc2cc(C(C)(C)C)nn2c1-c1ccc(C)cc1, CO, [Na+], [OH-]. Yields the product Cc1ccc(-c2c(C(CCCC(F)(F)F)C(=O)O)c(C)nc3cc(C(C)(C)C)nn23)cc1. RXN SMILES: [C:1]([CH3:2])([CH3:3])([CH3:4])[c:5]1[n:6][n:7]2[c:8]([n:9][c:10]([CH3:32])[c:11]([CH:20]([C:21](=[O:22])[O:23][CH3:24])[CH2:25][CH2:26][CH2:27][C:28]([F:29])([F:30])[F:31])[c:12]2-[c:13]2[cH:14][cH:15][c:16]([CH3:19])[cH:17][cH:18]2)[cH:33]1.[CH3:36][OH:37].[Na+:35].[OH-:34]>>[C:1]([CH3:2])([CH3:3])([CH3:4])[c:5]1[n:6][n:7]2[c:8]([n:9][c:10]([CH3:32])[c:11]([CH:20]([C:21](=[O:22])[OH:23])[CH2:25][CH2:26][CH2:27][C:28]([F:29])([F:30])[F:31])[c:12]2-[c:13]2[cH:14][cH:15][c:16]([CH3:19])[cH:17][cH:18]2)[cH:33]1. Reactants: C1COCCO1, Clc1cccc(Cl)c1Br, [K+], [K+], Nc1ccccc1CS(=O)(=O)NCCOCCO, O=C([O-])[O-], O=C(C=Cc1ccccc1)C=Cc1ccccc1, O=C(C=Cc1ccccc1)C=Cc1ccccc1, O=C(C=Cc1ccccc1)C=Cc1ccccc1, [Pd], [Pd]. Product: O=S(=O)(Cc1ccccc1Nc1c(Cl)cccc1Cl)NCCOCCO. Reaction SMILES: [CH2:34]1[O:35][CH2:36][CH2:37][O:38][CH2:39]1.[Cl:19][c:20]1[c:21]([Br:27])[c:22]([Cl:26])[cH:23][cH:24][cH:25]1.[K+:28].[K+:29].[NH2:1][c:2]1[c:3]([CH2:8][S:9](=[O:10])(=[O:11])[NH:12][CH2:13][CH2:14][O:15][CH2:16][CH2:17][OH:18])[cH:4][cH:5][cH:6][cH:7]1.[O-:30][C:31]([O-:32])=[O:33].[O:42]=[C:43]([CH:44]=[CH:45][c:46]1[cH:47][cH:48][cH:49][cH:50][cH:51]1)[CH:52]=[CH:53][c:54]1[cH:55][cH:56][cH:57][cH:58][cH:59]1.[O:60]=[C:61]([CH:62]=[CH:63][c:64]1[cH:65][cH:66][cH:67][cH:68][cH:69]1)[CH:70]=[CH:71][c:72]1[cH:73][cH:74][cH:75][cH:76][cH:77]1.[O:78]=[C:79]([CH:80]=[CH:81][c:82]1[cH:83][cH:84][cH:85][cH:86][cH:87]1)[CH:88]=[CH:89][c:90]1[cH:91][cH:92][cH:93][cH:94][cH:95]1.[Pd:40].[Pd:41]>>[NH:1]([c:2]1[c:3]([CH2:8][S:9](=[O:10])(=[O:11])[NH:12][CH2:13][CH2:14][O:15][CH2:16][CH2:17][OH:18])[cH:4][cH:5][cH:6][cH:7]1)[c:21]1[c:20]([Cl:19])[cH:25][cH:24][cH:23][c:22]1[Cl:26]. Starting materials: [Na+], O=C1Nc2ccccc2C1=O, [OH-], Cc1ccc(S(=O)(=O)NN)cc1. The product is [N-]=[N+]=C1C(=O)Nc2ccccc21. As a reaction SMILES: [Na+:25].[O:1]=[C:2]1[NH:3][c:4]2[cH:5][cH:6][cH:7][cH:8][c:9]2[C:10]1=[O:11].[OH-:24].[c:12]1([CH3:13])[cH:14][cH:15][c:16]([S:17](=[O:18])(=[O:19])[NH:21][NH2:22])[cH:20][cH:23]1>>[O:1]=[C:2]1[NH:3][c:4]2[cH:5][cH:6][cH:7][cH:8][c:9]2[C:10]1=[N+:21]=[N-:22]. The reactants are CN(C)C=O, O=[N+]([O-])c1cc(Cl)c(Cl)c(Cl)c1, [F-], [K+], O. Product: O=[N+]([O-])c1cc(Cl)c(F)c(Cl)c1. RXN SMILES: [CH3:15][N:16]([CH3:17])[CH:18]=[O:19].[Cl:1][c:2]1[cH:3][c:4]([N+:10](=[O:11])[O-:12])[cH:5][c:6]([Cl:9])[c:7]1[Cl:8].[F-:13].[K+:14].[OH2:20]>>[Cl:1][c:2]1[cH:3][c:4]([N+:10](=[O:11])[O-:12])[cH:5][c:6]([Cl:9])[c:7]1[F:13]. Starting materials: CC1(C)C(=O)Oc2c(S(C)(=O)=O)cc3cc(S(C)(=O)=O)c(CBr)cc3c21, O=C([O-])[O-], CC(=O)O, CC#N, [K+], [K+], O, c1nc[nH]n1. Yields the product CC1(C)C(=O)Oc2c(S(C)(=O)=O)cc3cc(S(C)(=O)=O)c(Cn4cncn4)cc3c21. RXN SMILES: [Br:1][CH2:2][c:3]1[c:4]([S:23](=[O:24])(=[O:25])[CH3:26])[cH:5][c:6]2[cH:7][c:8]([S:19](=[O:20])(=[O:21])[CH3:22])[c:9]3[c:13]([c:14]2[cH:15]1)[C:12]([CH3:16])([CH3:17])[C:11](=[O:18])[O:10]3.[C:32](=[O:33])([O-:34])[O-:35].[CH3:38][C:39](=[O:40])[OH:41].[CH3:42][C:43]#[N:44].[K+:36].[K+:37].[OH2:45].[nH:27]1[n:28][cH:29][n:30][cH:31]1>>[CH2:2]([c:3]1[c:4]([S:23](=[O:24])(=[O:25])[CH3:26])[cH:5][c:6]2[cH:7][c:8]([S:19](=[O:20])(=[O:21])[CH3:22])[c:9]3[c:13]([c:14]2[cH:15]1)[C:12]([CH3:16])([CH3:17])[C:11](=[O:18])[O:10]3)[n:27]1[n:28][cH:29][n:30][cH:31]1. The reactants are CC(C)(C)OC(=O)N1CCN(c2cccc(S(=O)(=O)c3ccccc3)c2Cl)CC1, Cl. Yields the product O=S(=O)(c1ccccc1)c1cccc(N2CCNCC2)c1Cl. As a reaction SMILES: [C:1]([O:2][C:3](=[O:4])[N:8]1[CH2:9][CH2:10][N:11]([c:14]2[c:15]([Cl:29])[c:16]([S:20](=[O:21])(=[O:22])[c:23]3[cH:24][cH:25][cH:26][cH:27][cH:28]3)[cH:17][cH:18][cH:19]2)[CH2:12][CH2:13]1)([CH3:5])([CH3:6])[CH3:7].[ClH:30]>>[NH:8]1[CH2:9][CH2:10][N:11]([c:14]2[c:15]([Cl:29])[c:16]([S:20](=[O:21])(=[O:22])[c:23]3[cH:24][cH:25][cH:26][cH:27][cH:28]3)[cH:17][cH:18][cH:19]2)[CH2:12][CH2:13]1. Starting materials: ClCCOCCCl, [I-], CCOC(=O)CCCOc1ccc(N)cc1C(=O)OC, [Na+], CN(C)C=O. Reaction SMILES: [Cl:21][CH2:22][CH2:23][O:24][CH2:25][CH2:26][Cl:27].[I-:29].[NH2:1][c:2]1[cH:3][c:4]([C:17](=[O:18])[O:19][CH3:20])[c:5]([O:6][CH2:7][CH2:8][CH2:9][C:10](=[O:11])[O:12][CH2:13][CH3:14])[cH:15][cH:16]1.[Na+:28].[O:30]=[CH:31][N:32]([CH3:33])[CH3:34]>>[N:1]1([c:2]2[cH:3][c:4]([C:17](=[O:18])[O:19][CH3:20])[c:5]([O:6][CH2:7][CH2:8][CH2:9][C:10](=[O:11])[O:12][CH2:13][CH3:14])[cH:15][cH:16]2)[CH2:22][CH2:23][O:24][CH2:25][CH2:26]1. Yields the product CCOC(=O)CCCOc1ccc(N2CCOCC2)cc1C(=O)OC.